From a dataset of the Open Reaction Database (ORD), a public repository of structured organic reaction records. describe an organic reaction: reactants, conditions, products, and yield Reactants: ClCCCCCBr, CC(=O)O, CN1CCCN(C)C1=O, CSC, CCOC(C)=O, CC12CCC3C4CCC(=O)C=C4C=CC3C1CCC2=O, [Cu]Br, [Mg], C1CCOC1. The product is CC12CCC3C4CCC(=O)C=C4CC(CCCCCCl)C3C1CCC2=O. As a reaction SMILES: [Br:2][CH2:3][CH2:4][CH2:5][CH2:6][CH2:7][Cl:8].[CH3:29][C:30](=[O:31])[OH:32].[CH3:38][N:39]1[CH2:40][CH2:41][CH2:42][N:43]([CH3:44])[C:45]1=[O:46].[CH3:47][S:48][CH3:49].[CH3:52][CH2:53][O:54][C:55](=[O:56])[CH3:57].[CH3:9][C:10]12[C:11](=[O:28])[CH2:12][CH2:13][CH:14]1[CH:15]1[CH:16]=[CH:17][C:18]3=[CH:19][C:20](=[O:27])[CH2:21][CH2:22][CH:23]3[CH:24]1[CH2:25][CH2:26]2.[Cu:50][Br:51].[Mg:1].[O:33]1[CH2:34][CH2:35][CH2:36][CH2:37]1>>[CH2:3]([CH2:4][CH2:5][CH2:6][CH2:7][Cl:8])[CH:16]1[CH:15]2[CH:14]3[C:10]([CH3:9])([C:11](=[O:28])[CH2:12][CH2:13]3)[CH2:26][CH2:25][CH:24]2[CH:23]2[C:18](=[CH:19][C:20](=[O:27])[CH2:21][CH2:22]2)[CH2:17]1.